From a dataset of the Open Reaction Database (ORD), a public repository of structured organic reaction records. describe an organic reaction: reactants, conditions, products, and yield Reactants: CO (methanol), ClCCCS(=O)(=O)Cl (3-chloropropanesulfonyl chloride), C(C)(C)(C)N (t-butylamine). Run in C(Cl)Cl (DCM). Run at time 3 hour. Yields the product ClCCCS(=O)(=O)NC(C)(C)C (3-Chloro-N-(1,1-dimethylethyl)-1-propanesulfonamide), solid. The yield is 97.0%. As a reaction SMILES: [Cl:1][CH2:2][CH2:3][CH2:4][S:5](Cl)(=[O:7])=[O:6].[C:9]([NH2:13])([CH3:12])([CH3:11])[CH3:10].CO>C(Cl)Cl>[Cl:1][CH2:2][CH2:3][CH2:4][S:5]([NH:13][C:9]([CH3:12])([CH3:11])[CH3:10])(=[O:7])=[O:6]. Procedure details: To a solution of 3-chloropropanesulfonyl chloride (commercially available, for example, from Aldrich) (1 g, 6 mmol) in DCM (10 ml) in an ice-water bath was added t-butylamine (commercially available, for example, from Aldrich) (1.3 ml, 12 mmol). The solution was allowed to warm to ambient temperature and stirred for 3 h. The reaction mixture was applied to a SCX-2 cartridge (50 g) (preconditioned with methanol) and the cartridge eluted with methanol (2 column volumes). The methanol fraction was ... The reactants are CN1CCN(c2cc(N3CCc4ccc(Br)cc4C3)nc(N)n2)CC1, CC(C)(C)OC(=O)N1CCNCC1. Product: CN1CCN(c2cc(N3CCc4ccc(N5CCN(C(=O)OC(C)(C)C)CC5)cc4C3)nc(N)n2)CC1. RXN SMILES: [Br:1][c:2]1[cH:3][cH:4][c:5]2[c:10]([cH:11]1)[CH2:9][N:8]([c:12]1[n:13][c:14]([NH2:25])[n:15][c:16]([N:18]3[CH2:19][CH2:20][N:21]([CH3:24])[CH2:22][CH2:23]3)[cH:17]1)[CH2:7][CH2:6]2.[C:26](=[O:27])([O:28][C:29]([CH3:30])([CH3:31])[CH3:32])[N:33]1[CH2:34][CH2:35][NH:36][CH2:37][CH2:38]1>>[c:2]1([N:36]2[CH2:35][CH2:34][N:33]([C:26](=[O:27])[O:28][C:29]([CH3:30])([CH3:31])[CH3:32])[CH2:38][CH2:37]2)[cH:3][cH:4][c:5]2[c:10]([cH:11]1)[CH2:9][N:8]([c:12]1[n:13][c:14]([NH2:25])[n:15][c:16]([N:18]3[CH2:19][CH2:20][N:21]([CH3:24])[CH2:22][CH2:23]3)[cH:17]1)[CH2:7][CH2:6]2. The reactants are ClC=1C=C(C#N)C=CC1Cl (3,4-dichlorobenzonitrile), Cl.NO (hydroxylamine hydrochloride), [OH-].[Na+] (sodium hydroxide). Run in C(C)O (ethanol). Product: ClC=1C=C(/C(/N)=N/O)C=CC1Cl ((Z)-3,4-dichloro-N′-hydroxybenzimidamide). As a reaction SMILES: [Cl:1][C:2]1[CH:3]=[C:4]([CH:7]=[CH:8][C:9]=1[Cl:10])[C:5]#[N:6].Cl.[NH2:12][OH:13].[OH-].[Na+]>C(O)C>[Cl:1][C:2]1[CH:3]=[C:4]([CH:7]=[CH:8][C:9]=1[Cl:10])/[C:5](=[N:12]/[OH:13])/[NH2:6] |f:1.2,3.4|. Reported procedure: A solution of 3,4-dichlorobenzonitrile (2.000 g, 11.63 mmol), hydroxylamine hydrochloride (1.649 mL, 12.79 mmol) and sodium hydroxide (4.15 mL, 12.4 mmol) in ethanol (40 mL) was stirred at rt for 1 h. Concentrated and refluxed in hexane for 30 min and concentrated in vacuo. The product Intermediate 1A was used directly for the next step. HPLC/MS (Method C) RT=1.24 min [M+H]+ 204.9. Reactants: CN1C=NC=C1C=O (1-methyl-1H-imidazole-5-carbaldehyde), CC(C)(C)[S@@](=O)N ((R)-2-methylpropane-2-sulfinamide). The reagents and catalysts are C(C)O[Ti](OCC)(OCC)OCC (tetraethoxytitanium). Solvent: C1CCOC1 (THF). The product is CC(C)(C)[S@@](=O)/N=C/C1=CN=CN1C ((R,E)-2-methyl-N-((1-methyl-1H-imidazol-5-yl)methylene)propane-2-sulfinamide). The yield is 51.1%. Reaction SMILES: [CH3:1][N:2]1[C:6]([CH:7]=O)=[CH:5][N:4]=[CH:3]1.[CH3:9][C:10]([S@:13]([NH2:15])=[O:14])([CH3:12])[CH3:11]>C1COCC1.C(O[Ti](OCC)(OCC)OCC)C>[CH3:9][C:10]([S@:13](/[N:15]=[CH:7]/[C:6]1[N:2]([CH3:1])[CH:3]=[N:4][CH:5]=1)=[O:14])([CH3:12])[CH3:11]. Reported procedure: A solution of 1-methyl-1H-imidazole-5-carbaldehyde (1.46 g, 13.26 mmol), (R)-2-methylpropane-2-sulfinamide (2.893 g, 23.87 mmol), and tetraethoxytitanium (10.89 g, 47.73 mmol) in THF (100 mL) was heated to 65° C. for 12 h. The reaction was cooled and poured onto water. The solids were filtered off, and the filtrate was extracted with EtOAc. The layers were separated, and the organic layer was concentrated. The resulting residue was purified by SiO2 eluting with a DCM/MeOH gradient (1.5 to 2% MeO... The reactants are [BH4-].[Na+] (Sodium borohydride), COC(COCCCCN1[C@@H](CCC1=O)CCC(CC1=CC(=CC=C1)Cl)=O)=O ((4{(R)-2-[4-(3-Chlorophenyl)-3-oxo-butyl]-5-oxo-pyrrolidin-1-yl}-butoxy)-acetic acid methyl ester), Cl (HCl). Reagents/catalysts: CO (Methanol). Run in C(Cl)Cl (CH2Cl2). Conditions: time 4.5 hour. The product is COC(COCCCCN1[C@@H](CCC1=O)CCC(CC1=CC(=CC=C1)Cl)O)=O ((4-{(R)-2-[4-(3-chlorophenyl)-3-hydroxy-butyl]-5-oxo-pyrrolidin-1-yl}-butoxy)-acetic acid methyl ester). The yield is 20.1%. RXN SMILES: [BH4-].[Na+].[CH3:3][O:4][C:5](=[O:30])[CH2:6][O:7][CH2:8][CH2:9][CH2:10][CH2:11][N:12]1[C:16](=[O:17])[CH2:15][CH2:14][C@H:13]1[CH2:18][CH2:19][C:20](=[O:29])[CH2:21][C:22]1[CH:27]=[CH:26][CH:25]=[C:24]([Cl:28])[CH:23]=1.Cl>C(Cl)Cl.CO>[CH3:3][O:4][C:5](=[O:30])[CH2:6][O:7][CH2:8][CH2:9][CH2:10][CH2:11][N:12]1[C:16](=[O:17])[CH2:15][CH2:14][C@H:13]1[CH2:18][CH2:19][CH:20]([OH:29])[CH2:21][C:22]1[CH:27]=[CH:26][CH:25]=[C:24]([Cl:28])[CH:23]=1 |f:0.1|. Procedure details: Sodium borohydride (4.1 mg, 0.11 mmol) was added to a solution of (4{(R)-2-[4-(3-Chlorophenyl)-3-oxo-butyl]-5-oxo-pyrrolidin-1-yl}-butoxy)-acetic acid methyl ester (44 mg, 0.11 mmol) in CH2Cl2 (1 mL) at rt. Methanol (3 drops) was added and the reaction was stirred at rt for 4.5 h. Aqueous HCl (0.5 M, 5 mL) was added and the mixture was extracted with CH2Cl2 (2×8 mL). The combined organic phase was dried (Na2SO4), filtered and concentrated in vacuo. The residue was purified by flash column chroma...